This data is from the Open Reaction Database (ORD), a public repository of structured organic reaction records. The task is: describe an organic reaction: reactants, conditions, products, and yield The reactants are N1CCCC1 (pyrrolidine), COC=1C=CC2=C(SC(=C2C(=O)C2=CC=C(C=C2)OCCCl)C2CCCC2)C1 ((6-methoxy-2-cyclopentylbenzo[b]thien-3-yl)[4-(2-chloroethoxy)phenyl]methanone). The product is COC=1C=CC2=C(SC(=C2C(=O)C2=CC=C(C=C2)OCCN2CCCC2)C2CCCC2)C1 ((6-methoxy-2-cyclopentylbenzo[b]thien-3-yl)[4-[2-(1-pyrrolidinyl)ethoxy)phenyl]methanone). As a reaction SMILES: [NH:1]1[CH2:5][CH2:4][CH2:3][CH2:2]1.[CH3:6][O:7][C:8]1[CH:9]=[CH:10][C:11]2[C:15]([C:16]([C:18]3[CH:23]=[CH:22][C:21]([O:24][CH2:25][CH2:26]Cl)=[CH:20][CH:19]=3)=[O:17])=[C:14]([CH:28]3[CH2:32][CH2:31][CH2:30][CH2:29]3)[S:13][C:12]=2[CH:33]=1>>[CH3:6][O:7][C:8]1[CH:9]=[CH:10][C:11]2[C:15]([C:16]([C:18]3[CH:23]=[CH:22][C:21]([O:24][CH2:25][CH2:26][N:1]4[CH2:5][CH2:4][CH2:3][CH2:2]4)=[CH:20][CH:19]=3)=[O:17])=[C:14]([CH:28]3[CH2:32][CH2:31][CH2:30][CH2:29]3)[S:13][C:12]=2[CH:33]=1. Procedure details: 1 mL of pyrrolidine is added to 30 mg of (6-methoxy-2-cyclopentylbenzo[b]thien-3-yl)[4-(2-chloroethoxy)phenyl]methanone, and this mixture is heated and refluxed for one hour. The mixture is condensed under reduced pressure to distill off the pyrrolidine, and then is refined by TLC (developing solvent was chloroform:methanol=19:1) which gives 28 mg of (6-methoxy-2-cyclopentylbenzo[b]thien-3-yl)[4-[2-(1-pyrrolidinyl)ethoxy)phenyl]methanone. Reactants: C1CCOC1, COc1cc2c(OC)cc(C(=O)O)cc2c(C)c1OC, C[Si](C)(C)Cl, [Na+], [OH-]. Yields the product COc1cc2c(OC)cc(C(=O)O)cc2c(C[Si](C)(C)C)c1OC. RXN SMILES: [CH2:28]1[O:29][CH2:30][CH2:31][CH2:32]1.[CH3:1][O:2][c:3]1[cH:4][c:5]([C:18](=[O:19])[OH:20])[cH:6][c:7]2[c:8]([CH3:17])[c:9]([O:15][CH3:16])[c:10]([O:13][CH3:14])[cH:11][c:12]12.[CH3:21][Si:22]([CH3:23])([CH3:24])[Cl:25].[Na+:27].[OH-:26]>>[CH3:1][O:2][c:3]1[cH:4][c:5]([C:18](=[O:19])[OH:20])[cH:6][c:7]2[c:8]([CH2:17][Si:22]([CH3:21])([CH3:23])[CH3:24])[c:9]([O:15][CH3:16])[c:10]([O:13][CH3:14])[cH:11][c:12]12.